From a dataset of the Open Reaction Database (ORD), a public repository of structured organic reaction records. describe an organic reaction: reactants, conditions, products, and yield The reactants are COc1ccc2cc(OC(C)=O)cc(CONC(C)=O)c2c1, CO, [Na+], [OH-]. Product: COc1ccc2cc(O)cc(CONC(C)=O)c2c1. Reaction SMILES: [C:1](=[O:2])([CH3:3])[O:4][c:5]1[cH:6][c:7]([CH2:17][O:18][NH:19][C:20]([CH3:21])=[O:22])[c:8]2[cH:9][c:10]([O:15][CH3:16])[cH:11][cH:12][c:13]2[cH:14]1.[CH3:25][OH:26].[Na+:24].[OH-:23]>>[OH:4][c:5]1[cH:6][c:7]([CH2:17][O:18][NH:19][C:20]([CH3:21])=[O:22])[c:8]2[cH:9][c:10]([O:15][CH3:16])[cH:11][cH:12][c:13]2[cH:14]1. Reactants: C1=CC=CC=2C3=CC=CC=C3C(C12)[Si](C)(C)Cl ((9H-fluoren-9-yl)chlorodimethylsilane), BrC=1C=C(C=C2C=C(CC12)C)F (7-bromo-5-fluoro-2-methyl-1H-indene), [Li]CCCC (nBuLi), O (water). The solvent is CCOCC (ether), CCOCC (ether), hexanes. Conditions: time 12 hour. Product: BrC1=C2C=C(C(C2=CC(=C1)F)[Si](C)(C)C1C2=CC=CC=C2C=2C=CC=CC12)C ((4-Bromo-6-fluoro-2-methyl-1H-inden-1-yl) (9H-fluoren-9-yl)dimethylsilane). Reaction SMILES: [Br:1][C:2]1[CH:3]=[C:4]([F:12])[CH:5]=[C:6]2[C:10]=1[CH2:9][C:8]([CH3:11])=[CH:7]2.[Li]CCCC.[CH:18]1[C:30]2[CH:29]([Si:31](Cl)([CH3:33])[CH3:32])[C:28]3[C:23](=[CH:24][CH:25]=[CH:26][CH:27]=3)[C:22]=2[CH:21]=[CH:20][CH:19]=1.O>CCOCC>[Br:1][C:2]1[CH:3]=[C:4]([F:12])[CH:5]=[C:6]2[C:10]=1[CH:9]=[C:8]([CH3:11])[CH:7]2[Si:31]([CH:29]1[C:28]2[CH:27]=[CH:26][CH:25]=[CH:24][C:23]=2[C:22]2[C:30]1=[CH:18][CH:19]=[CH:20][CH:21]=2)([CH3:32])[CH3:33]. Procedure: To a solution of 3.41 g (15.0 mmol) of 7-bromo-5-fluoro-2-methyl-1H-indene in 80 ml of ether, 6.00 ml (15.0 mmol) of 2.5 M nBuLi in hexanes was added. The reaction mixture was stirred for 12 h at room temperature; then, this solution was added dropwise to a solution of 3.88 g (15.0 mmol) of (9H-fluoren-9-yl)chlorodimethylsilane in 80 ml of ether over 1 h at room temperature. The resulting mixture was stirred for 12 h, and then 100 ml of water was added. The organic layer was separated, dried ove...